Task: describe an organic reaction: reactants, conditions, products, and yield. Dataset: the Open Reaction Database (ORD), a public repository of structured organic reaction records The reactants are O=[N+]([O-])c1ccc(OCCCBr)cc1, O=C([O-])[O-], c1ccc2c(c1)CCNC2, [K+], [K+], CN(C)C=O. The product is O=[N+]([O-])c1ccc(OCCCN2CCc3ccccc3C2)cc1. RXN SMILES: [Br:1][CH2:2][CH2:3][CH2:4][O:5][c:6]1[cH:7][cH:8][c:9]([N+:12](=[O:13])[O-:14])[cH:10][cH:11]1.[C:25](=[O:26])([O-:27])[O-:28].[CH2:15]1[NH:16][CH2:17][CH2:18][c:19]2[cH:20][cH:21][cH:22][cH:23][c:24]21.[K+:29].[K+:30].[O:31]=[CH:32][N:33]([CH3:34])[CH3:35]>>[CH2:2]([CH2:3][CH2:4][O:5][c:6]1[cH:7][cH:8][c:9]([N+:12](=[O:13])[O-:14])[cH:10][cH:11]1)[N:16]1[CH2:15][c:24]2[c:19]([cH:20][cH:21][cH:22][cH:23]2)[CH2:18][CH2:17]1. The reactants are O=C([O-])[O-], COC(=O)c1ccc(OS(=O)(=O)C(F)(F)F)c(C(=O)OC)c1, COc1ccc(F)c(B(O)O)c1, [K+], [K+], CN(C)C=O, O, c1ccc(P(c2ccccc2)(c2ccccc2)[Pd](P(c2ccccc2)(c2ccccc2)c2ccccc2)(P(c2ccccc2)(c2ccccc2)c2ccccc2)P(c2ccccc2)(c2ccccc2)c2ccccc2)cc1. Product: COC(=O)c1ccc(-c2cc(OC)ccc2F)c(C(=O)OC)c1. Reaction SMILES: [C:40](=[O:41])([O-:42])[O-:43].[F:1][C:2]([F:3])([F:4])[S:5]([O:6][c:7]1[c:8]([C:17](=[O:18])[O:19][CH3:20])[cH:9][c:10]([C:11](=[O:12])[O:13][CH3:14])[cH:15][cH:16]1)(=[O:21])=[O:22].[F:28][c:29]1[c:30]([B:37]([OH:38])[OH:39])[cH:31][c:32]([O:35][CH3:36])[cH:33][cH:34]1.[K+:44].[K+:45].[O:23]=[CH:24][N:25]([CH3:26])[CH3:27].[OH2:123].[cH:46]1[cH:47][cH:48][c:49]([P:50]([Pd:51]([P:52]([c:53]2[cH:54][cH:55][cH:56][cH:57][cH:58]2)([c:59]2[cH:60][cH:61][cH:62][cH:63][cH:64]2)[c:65]2[cH:66][cH:67][cH:68][cH:69][cH:70]2)([P:71]([c:72]2[cH:73][cH:74][cH:75][cH:76][cH:77]2)([c:78]2[cH:79][cH:80][cH:81][cH:82][cH:83]2)[c:84]2[cH:85][cH:86][cH:87][cH:88][cH:89]2)[P:90]([c:91]2[cH:92][cH:93][cH:94][cH:95][cH:96]2)([c:97]2[cH:98][cH:99][cH:100][cH:101][cH:102]2)[c:103]2[cH:104][cH:105][cH:106][cH:107][cH:108]2)([c:109]2[cH:110][cH:111][cH:112][cH:113][cH:114]2)[c:115]2[cH:116][cH:117][cH:118][cH:119][cH:120]2)[cH:121][cH:122]1>>[c:7]1(-[c:30]2[c:29]([F:28])[cH:34][cH:33][c:32]([O:35][CH3:36])[cH:31]2)[c:8]([C:17](=[O:18])[O:19][CH3:20])[cH:9][c:10]([C:11](=[O:12])[O:13][CH3:14])[cH:15][cH:16]1. The reactants are N1(CCNCC1)CC=1C=C(C=CC1)C=1OC2=C(N1)C=CC=C2C(=O)OC (Methyl 2-(3-(piperazin-1-ylmethyl)phenyl)benzo[d]oxazole-7-carboxylate), O.[NH4+] (ammonium water). Solvent: C(C)O (ethanol). Reaction conditions: temperature 30 celsius, time 1 hour. Product: N1(CCNCC1)CC=1C=C(C=CC1)C=1OC2=C(N1)C=CC=C2C(=O)N (2-(3-(piperazin-1-ylmethyl)phenyl)benzo[d]oxazole-7-carboxamide). Yield: 15.5%. RXN SMILES: [N:1]1([CH2:7][C:8]2[CH:9]=[C:10]([C:14]3[O:15][C:16]4[C:22]([C:23]([O:25]C)=O)=[CH:21][CH:20]=[CH:19][C:17]=4[N:18]=3)[CH:11]=[CH:12][CH:13]=2)[CH2:6][CH2:5][NH:4][CH2:3][CH2:2]1.O.[NH4+:28]>C(O)C>[N:1]1([CH2:7][C:8]2[CH:9]=[C:10]([C:14]3[O:15][C:16]4[C:22]([C:23]([NH2:28])=[O:25])=[CH:21][CH:20]=[CH:19][C:17]=4[N:18]=3)[CH:11]=[CH:12][CH:13]=2)[CH2:2][CH2:3][NH:4][CH2:5][CH2:6]1 |f:1.2|. Procedure details: Methyl 2-(3-(piperazin-1-ylmethyl)phenyl)benzo[d]oxazole-7-carboxylate (79 mg, 0.23 mmol) and ammonium water (64.4 mg, 1.84 mmol) were added to ethanol (30 mL) and the mixture was stirred at 30° C. for 1 hr. The resulting mixture was evaporated under reduced pressure and purified with Pre-HPLC to obtain 2-(3-(piperazin-1-ylmethyl)phenyl)benzo[d]oxazole-7-carboxamide (12 mg, yield 13%). 1H-NMR (400 MHz, DMSO-d6) δ 2.91 (s, 4H), 3.21 (s, 4H), 4.20 (s, 2H), 7.48-7.52 (t, J=8 Hz, 1H), 7.67 (s, 2H), ... Reaction SMILES: [CH3:1][O:2][c:3]1[cH:4][c:5]([CH2:6][N:7]2[C:8](=[O:43])[C:9]([CH2:12][c:13]3[cH:14][cH:15][c:16]([F:19])[cH:17][cH:18]3)([CH2:20][CH2:21][N:22]3[CH2:23][CH2:24][CH:25]([NH:28][c:29]4[n:30][c:31]5[c:32]([n:33]4[CH2:34][CH2:35][O:36][CH2:37][CH3:38])[cH:39][cH:40][cH:41][cH:42]5)[CH2:26][CH2:27]3)[CH2:10][CH2:11]2)[cH:44][c:45]([O:49][CH3:50])[c:46]1[O:47][CH3:48].[CH3:51][S:52]([OH:53])(=[O:54])=[O:55].[CH3:56][CH2:57][O:58][C:59](=[O:60])[CH3:61]>>[CH3:1][O:2][c:3]1[cH:4][c:5]([CH2:6][N:7]2[C:8](=[O:43])[C:9]([CH2:12][c:13]3[cH:14][cH:15][c:16]([F:19])[cH:17][cH:18]3)([CH2:20][CH2:21][N:22]3[CH2:23][CH2:24][CH:25]([NH:28][c:29]4[n:30][c:31]5[c:32]([n:33]4[CH2:34][CH2:35][O:36][CH2:37][CH3:38])[cH:39][cH:40][cH:41][cH:42]5)[CH2:26][CH2:27]3)[CH2:10][CH2:11]2)[cH:44][c:45]([O:49][CH3:50])[c:46]1[O:47][CH3:48].[CH3:51][S:52](=[O:53])(=[O:54])[OH:55]. The reactants are CCOCCn1c(NC2CCN(CCC3(Cc4ccc(F)cc4)CCN(Cc4cc(OC)c(OC)c(OC)c4)C3=O)CC2)nc2ccccc21, CS(=O)(=O)O, CCOC(C)=O. Product: CCOCCn1c(NC2CCN(CCC3(Cc4ccc(F)cc4)CCN(Cc4cc(OC)c(OC)c(OC)c4)C3=O)CC2)nc2ccccc21, CS(=O)(=O)O. The reactants are C(C)(C)(C)OC(=O)N1CCC(CC1)NC1=C(C=C(C(=C1)F)C)N (4-(2-amino-5-fluoro-4-methyl-phenylamino)piperidine-1-carboxylic acid tert-butyl ester), C(OC)([O-])[O-] (methyl orthoformate). The solvent is C(=O)O (formic acid). Conditions: temperature 60 celsius. The product is FC=1C(=CC2=C(N(C=N2)C2CCNCC2)C1)C (6-fluoro-5-methyl-1-piperidin-4-yl-1H-benzoimidazole). The yield is 99.0%. As a reaction SMILES: C(OC([N:8]1[CH2:13][CH2:12][CH:11]([NH:14][C:15]2[CH:20]=[C:19]([F:21])[C:18]([CH3:22])=[CH:17][C:16]=2[NH2:23])[CH2:10][CH2:9]1)=O)(C)(C)C.[CH:24]([O-])([O-])OC>C(O)=O>[F:21][C:19]1[C:18]([CH3:22])=[CH:17][C:16]2[N:23]=[CH:24][N:14]([CH:11]3[CH2:10][CH2:9][NH:8][CH2:13][CH2:12]3)[C:15]=2[CH:20]=1. Procedure: To a solution of 4-(2-amino-5-fluoro-4-methyl-phenylamino)piperidine-1-carboxylic acid tert-butyl ester (250 mg, 0.309 mmol) in formic acid (3 mL) was added methyl orthoformate (0.5 mL). After heating for 3 hours at 60° C., the volatiles was removed under reduced pressure to afford crude product 6-fluoro-5-methyl-1-piperidin-4-yl-1H-benzoimidazole (180 mg, 99%) as a brown solid. Reactants: CC1=C(C=C(C(=C1)OCC1=CC=CC=C1)C)CO (2,5-Dimethyl-4-(phenylmethoxy)benzenemethanol), CC1(CCCC(N1[O])(C)C)C (TEMPO), cuprous chloride. The solvent is CN(C=O)C (dimethylformamide). Yields the product CC1=C(C=O)C=C(C(=C1)OCC1=CC=CC=C1)C (2,5-Dimethyl-4-(phenylmethoxy)benzaldehyde). Isolated yield 96.8%. Reaction SMILES: [CH3:1][C:2]1[CH:7]=[C:6]([O:8][CH2:9][C:10]2[CH:15]=[CH:14][CH:13]=[CH:12][CH:11]=2)[C:5]([CH3:16])=[CH:4][C:3]=1[CH2:17][OH:18].CC1(C)N([O])C(C)(C)CCC1>CN(C)C=O>[CH3:1][C:2]1[CH:7]=[C:6]([O:8][CH2:9][C:10]2[CH:15]=[CH:14][CH:13]=[CH:12][CH:11]=2)[C:5]([CH3:16])=[CH:4][C:3]=1[CH:17]=[O:18] |^1:22|. Procedure details: A mixture of 11.0 g (46 mmol) of 2,5-dimethyl-4-(phenylmethoxy)benzenemethanol (Example I), 0.4 g (0.05×46=2.3 mmol) of TEMPO (tetramethyl-1-piperidinyloxy, free radical) (Aldrich) and 0.2 g (2.3 mmol) of cuprous chloride in 150 mL of dimethylformamide is stirred vigorously under an atmosphere of oxygen (maintained by a balloon) at ambient temperature for 18 hours overnight. The heterogeneous mixture is (dark green) filtered through a pad of celite, washed with diethyl ether and the solvents are... Product: COC(=O)NC(C(=O)N1CC(C)CC1c1nc2ccc3cc4c(cc3c2[nH]1)OCc1cc(-c2cnc(C3CC(C)CN3)[nH]2)ccc1-4)C(C)C. As a reaction SMILES: [CH3:1][O:2][C:3](=[O:4])[NH:5][CH:6]([CH:7]([CH3:8])[CH3:9])[C:10](=[O:11])[N:12]1[CH:13]([c:18]2[n:19][c:20]3[c:21]([nH:22]2)[c:23]2[cH:24][c:25]4[c:26]([cH:27][c:28]2[cH:29][cH:30]3)-[c:31]2[cH:32][cH:33][c:34](-[c:39]3[cH:40][n:41][c:42]([CH:44]5[N:45]([C:50]([O:51][C:52]([CH3:53])([CH3:54])[CH3:55])=[O:56])[CH2:46][CH:47]([CH3:49])[CH2:48]5)[nH:43]3)[cH:35][c:36]2[CH2:37][O:38]4)[CH2:14][CH:15]([CH3:17])[CH2:16]1.[CH3:58][CH2:59][OH:60].[ClH:57]>>[CH3:1][O:2][C:3](=[O:4])[NH:5][CH:6]([CH:7]([CH3:8])[CH3:9])[C:10](=[O:11])[N:12]1[CH:13]([c:18]2[n:19][c:20]3[c:21]([nH:22]2)[c:23]2[cH:24][c:25]4[c:26]([cH:27][c:28]2[cH:29][cH:30]3)-[c:31]2[cH:32][cH:33][c:34](-[c:39]3[cH:40][n:41][c:42]([CH:44]5[NH:45][CH2:46][CH:47]([CH3:49])[CH2:48]5)[nH:43]3)[cH:35][c:36]2[CH2:37][O:38]4)[CH2:14][CH:15]([CH3:17])[CH2:16]1. Reactants: COC(=O)NC(C(=O)N1CC(C)CC1c1nc2ccc3cc4c(cc3c2[nH]1)OCc1cc(-c2cnc(C3CC(C)CN3C(=O)OC(C)(C)C)[nH]2)ccc1-4)C(C)C, CCO, Cl. Reactants: N(=O)[O-].[Na+] (Sodium nitrite), C(C1=CC=CC=C1)OC1=CC=C(OC2=CC=C(C=N2)N)C=C1 (6-(4-benzyloxyphenoxy)pyridin-3-ylamine). Solvent: S(O)(O)(=O)=O (sulfuric acid), C(C)(=O)O (acetic acid). Yields the product C(C1=CC=CC=C1)OC1=CC=C(OC2=CC=C(C=N2)O)C=C1 (6-(4-Benzyloxyphenoxy)pyridin-3-ol). Reaction SMILES: N([O-])=[O:2].[Na+].[CH2:5]([O:12][C:13]1[CH:26]=[CH:25][C:16]([O:17][C:18]2[N:23]=[CH:22][C:21](N)=[CH:20][CH:19]=2)=[CH:15][CH:14]=1)[C:6]1[CH:11]=[CH:10][CH:9]=[CH:8][CH:7]=1>S(=O)(=O)(O)O.C(O)(=O)C>[CH2:5]([O:12][C:13]1[CH:26]=[CH:25][C:16]([O:17][C:18]2[N:23]=[CH:22][C:21]([OH:2])=[CH:20][CH:19]=2)=[CH:15][CH:14]=1)[C:6]1[CH:11]=[CH:10][CH:9]=[CH:8][CH:7]=1 |f:0.1|. Procedure: Sodium nitrite (1.84 g, 26.7 mmol) was dissolved in 32 ml of concentrated sulfuric acid at 0° C. Then, 6-(4-benzyloxyphenoxy)pyridin-3-ylamine (7.1 g, 24.29 mmol) in 75 ml of acetic acid were slowly added dropwise. After 1 h the ice bath was removed and stirring was continued for an hour. The reaction mixture was added dropwise to 250 ml of boiling water, and the mixture was stirred for 1 hour and after cooling extracted with ethyl acetate. The precipitated solid was filtered off and the filtrat... Starting materials: ClC1=CC=C(CN(CC2=CC=C(C=C2)Cl)CCCC#N)C=C1 (4-[N,N-Bis-(4-chlorobenzyl)amino]butyronitrile), [OH-].[Na+] (NaOH), OO (H2O2). The reagents and catalysts are [N+](CCCC)(CCCC)(CCCC)CCCC.[O-]S(=O)(=O)O (nBu4NHSO4). Solvent: ClCCl (dichloromethane). Conditions: time 23 hour. The product is ClC1=CC=C(CN(CC2=CC=C(C=C2)Cl)CCCC(=O)N)C=C1 (4-[N,N-Bis-(4-chlorobenzyl)amino]butyramide). Reaction SMILES: [Cl:1][C:2]1[CH:22]=[CH:21][C:5]([CH2:6][N:7]([CH2:16][CH2:17][CH2:18][C:19]#[N:20])[CH2:8][C:9]2[CH:14]=[CH:13][C:12]([Cl:15])=[CH:11][CH:10]=2)=[CH:4][CH:3]=1.[OH-:23].[Na+].OO>ClCCl.[N+](CCCC)(CCCC)(CCCC)CCCC.[O-]S(O)(=O)=O>[Cl:1][C:2]1[CH:3]=[CH:4][C:5]([CH2:6][N:7]([CH2:16][CH2:17][CH2:18][C:19]([NH2:20])=[O:23])[CH2:8][C:9]2[CH:14]=[CH:13][C:12]([Cl:15])=[CH:11][CH:10]=2)=[CH:21][CH:22]=1 |f:1.2,5.6|. Procedure: A solution of 4-[N,N-Bis-(4-chlorobenzyl)amino]butyronitrile (2.0 g) prepared according to Example 1 in dichloromethane (10 ml) was cooled in ice, then treated with the phase-transfer catalyst nBu4NHSO4 (0.5 g), 20% aq NaOH (3.2 ml ) and 30% H2O2 (4.0 ml ). The mixture was stirred vigorously at 0° for about half an hour, then at room temperature for 23 hours. After dilution with dichloromethane the layers were separated, and the organic phase washed with water and with dil. aq. NaHSO3, then drie... Reactants: C(C)O (ethanol), N-ethoxycarbonyl-(D/L)-valine, NC1=NNC2=NC=NC(=C21)NC2=CC(=CC=C2)Cl (3-amino-4-(3-chloro-phenylamino)-1H-pyrazolo[3,4-d]pyrimidine), CN1CCOCC1 (NMM), ClC(=O)OCC(C)C (isobutyl chloroformate). Run in CS(=O)C (DMSO), C1CCOC1 (THF). Product: N1N=CC=2C1=NC=NC2 (1H-pyrazolo[3,4-d]pyrimidine). As a reaction SMILES: CN1CCOCC1.ClC(OCC(C)C)=O.N[C:17]1[C:25]2[C:20](=[N:21][CH:22]=[N:23][C:24]=2NC2C=CC=C(Cl)C=2)[NH:19][N:18]=1.C(O)C>C1COCC1.CS(C)=O>[NH:19]1[C:20]2=[N:21][CH:22]=[N:23][CH:24]=[C:25]2[CH:17]=[N:18]1. Procedure: Analogously to Example 5, 436 mg (2.3 mmol) of N-ethoxycarbonyl-(D/L)-valine [prepared from (D/L)-valine as described in J. Org. Chem. 60, 7256 (1995)] in 4.8 ml of THF and 506 μl (4.6 mmol) of NMM are activated with 349 μl (2.6 mmol) of isobutyl chloroformate and then reacted with 600 mg (2.3 mmol) of 3-amino-4-(3-chloro-phenylamino)-1H-pyrazolo[3,4-d]pyrimidine (see Step 1.6). Dissolution in DMSO (2 ml) at 100° C., addition of 25 ml of ethanol and cooling yield rac.-4-(3-chloro-phenylamino)-3{...